This data is from the Open Reaction Database (ORD), a public repository of structured organic reaction records. The task is: describe an organic reaction: reactants, conditions, products, and yield The reactants are BrC1=CC(=C(C=C1)C(C(C(F)(F)F)(O)C=1C=CC(NC1)=O)C)Cl (5-[2-(4-Bromo-2-chloro-phenyl)-1-hydroxy-1-trifluoromethyl-propyl]-1H-pyridin-2-one), ICC (iodoethane). The product is BrC1=CC(=C(C=C1)C(C(C(F)(F)F)(O)C=1C=CC(N(C1)CC)=O)C)Cl (5-[2-(4-Bromo-2-chloro-phenyl)-1-hydroxy-1-trifluoromethyl-propyl]-1-ethyl-1H-pyridin-2-one). As a reaction SMILES: [Br:1][C:2]1[CH:7]=[CH:6][C:5]([CH:8]([CH3:22])[C:9]([C:15]2[CH:16]=[CH:17][C:18](=[O:21])[NH:19][CH:20]=2)([OH:14])[C:10]([F:13])([F:12])[F:11])=[C:4]([Cl:23])[CH:3]=1.I[CH2:25][CH3:26]>>[Br:1][C:2]1[CH:7]=[CH:6][C:5]([CH:8]([CH3:22])[C:9]([C:15]2[CH:16]=[CH:17][C:18](=[O:21])[N:19]([CH2:25][CH3:26])[CH:20]=2)([OH:14])[C:10]([F:13])([F:11])[F:12])=[C:4]([Cl:23])[CH:3]=1. Procedure details: In analogy to Example 195, 5-[2-(4-bromo-2-chloro-phenyl)-1-hydroxy-1-trifluoromethyl-propyl]-1H-pyridin-2-one (Example 205) was alkylated with iodoethane to give the title compound as a light yellow oil. MS (m/e)=438.2 [M+H+]. Starting materials: C=CCC(C(=O)OCC)(C(=O)OCC)C(C)CC, CS(C)=O, [Cl-], [Li+], O. Yields the product C=CCC(C(=O)OCC)C(C)CC. Reaction SMILES: [CH2:7]([CH:8]=[CH2:9])[C:10]([C:11](=[O:12])[O:13][CH2:14][CH3:15])([C:16]([O:17][CH2:18][CH3:19])=[O:20])[CH:21]([CH3:22])[CH2:23][CH3:24].[CH3:3][S:4](=[O:5])[CH3:6].[Cl-:2].[Li+:1].[OH2:25]>>[CH2:7]([CH:8]=[CH2:9])[CH:10]([C:11](=[O:12])[O:13][CH2:14][CH3:15])[CH:21]([CH3:22])[CH2:23][CH3:24]. Starting materials: ClC1=C2C(=NC=C1)C=C(S2)C(=O)N2C[C@@H](CC2)N(C(OC(C)(C)C)=O)C (tert-butyl (3R)-1-[(7-chlorothieno[3,2-b]pyridin-2-yl)carbonyl]pyrrolidin-3-yl(methyl)carbamate), CNC(=O)C1=C(N(C2=CC(=CC=C12)O)C)C (6-hydroxy-1,2-dimethyl-1H-indole-3-carboxylic acid methylamide), C(=O)([O-])[O-].[Cs+].[Cs+] (Cs2CO3). Yields the product C(C)(C)(C)OC(N(C)[C@H]1CN(CC1)C(=O)C1=CC2=NC=CC(=C2S1)OC1=CC=C2C(=C(N(C2=C1)C)C)C(=O)NC)=O (tert-Butyl-(3R)-1-{[7-({1,2-dimethyl-3-[(methylamino)carbonyl]-1H-indol-6-yl}oxy)thieno[3,2-b]pyridin-2-yl]carbonyl}pyrrolidin-3-yl(methyl)carbamate). Isolated yield 39.5%. Reaction SMILES: Cl[C:2]1[CH:7]=[CH:6][N:5]=[C:4]2[CH:8]=[C:9]([C:11]([N:13]3[CH2:17][CH2:16][C@@H:15]([N:18]([CH3:26])[C:19](=[O:25])[O:20][C:21]([CH3:24])([CH3:23])[CH3:22])[CH2:14]3)=[O:12])[S:10][C:3]=12.[CH3:27][NH:28][C:29]([C:31]1[C:39]2[C:34](=[CH:35][C:36]([OH:40])=[CH:37][CH:38]=2)[N:33]([CH3:41])[C:32]=1[CH3:42])=[O:30].C([O-])([O-])=O.[Cs+].[Cs+]>>[C:21]([O:20][C:19](=[O:25])[N:18]([C@@H:15]1[CH2:16][CH2:17][N:13]([C:11]([C:9]2[S:10][C:3]3[C:4](=[N:5][CH:6]=[CH:7][C:2]=3[O:40][C:36]3[CH:35]=[C:34]4[C:39]([C:31]([C:29]([NH:28][CH3:27])=[O:30])=[C:32]([CH3:42])[N:33]4[CH3:41])=[CH:38][CH:37]=3)[CH:8]=2)=[O:12])[CH2:14]1)[CH3:26])([CH3:24])([CH3:23])[CH3:22] |f:2.3.4|. Procedure details: This material was prepared by the reaction of tert-butyl (3R)-1-[(7-chlorothieno[3,2-b]pyridin-2-yl)carbonyl]pyrrolidin-3-yl(methyl)carbamate 34c (0.181 g, 0.46 mmole) with 6-hydroxy-N,1,2-trimethyl-1H-indole-3-carboxamide 16e (0.10 g, 0.46 mmole) and Cs2CO3 (0.149 g, 0.46 mmole) in a manner as previously described for example 1 to give a yellow solid (0.105 g, 40%). 1H NMR (300 MHz, CDCl3) δ8.48 (1H, d, J=5.4 Hz), 7.82 (1H, s), 7.75 (1H, d, J=8.7 Hz), 7.15 (1H, d, J=2.1 Hz), 7.02 (1H, dd, J=2.1... Starting materials: BrCCO (2-Bromoethanol), Cl.C1(=CC=CC=C1)C(C(=O)O)C1CCN(CC1)C1=CC=C(C=C1)NC(=O)C1=C(C=CC=C1)C1=CC=C(C=C1)C(F)(F)F (α-phenyl-1-[4-[[[4′-(trifluoromethyl)[1,1′-biphenyl]-2-yl]carbonyl]amino]phenyl]-4-piperidineacetic acid monohydrochloride), CsCO3. Run in CN(C)C=O (DMF). Reaction conditions: temperature 70 celsius, time 3 hour. Product: N1CCC(CC1)CC(=O)O (4-piperidineacetic acid), compound 134. Reaction SMILES: BrCCO.Cl.C1([CH:12]([CH:16]2[CH2:21][CH2:20][N:19](C3C=CC(NC(C4C=CC=CC=4C4C=CC(C(F)(F)F)=CC=4)=O)=CC=3)[CH2:18][CH2:17]2)[C:13]([OH:15])=[O:14])C=CC=CC=1>CN(C=O)C>[NH:19]1[CH2:20][CH2:21][CH:16]([CH2:12][C:13]([OH:15])=[O:14])[CH2:17][CH2:18]1 |f:1.2|. Procedure: 2-Bromoethanol (1.2 equiv, 0.00010 mol) was added to a mixture of intermediate (24) (0.000084 mol) in DMF (5 ml) and CsCO3 (0.00018 mol) and the reaction mixture was stirred for 3 hours at 70° C. The solvent was evaporated. The residue was partitioned between water and DCM. The extract's solvent was evaporated. The residue was purified by HPLC (Waters column, with Xterra MS C18; eluent: [(0.5% NH4OAc in H2O)/CH3CN 90/10)]/CH3CN (0 minutes) 85/15, (10 minutes) 10/90, (16 minutes) 0/100, (18.10-20... Reactants: COC1(c2ccc(C(F)(F)F)cc2CO[Si](C)(C)C(C)(C)C)CCCCC1, CCCC[N+](CCCC)(CCCC)CCCC, [F-], C1CCOC1. Product: COC1(c2ccc(C(F)(F)F)cc2CO)CCCCC1. Reaction SMILES: [CH3:1][O:2][C:3]1([c:9]2[c:10]([CH2:11][O:12][Si:13]([C:14]([CH3:15])([CH3:16])[CH3:17])([CH3:18])[CH3:19])[cH:20][c:21]([C:24]([F:25])([F:26])[F:27])[cH:22][cH:23]2)[CH2:4][CH2:5][CH2:6][CH2:7][CH2:8]1.[CH3:29][CH2:30][CH2:31][CH2:32][N+:33]([CH2:34][CH2:35][CH2:36][CH3:37])([CH2:38][CH2:39][CH2:40][CH3:41])[CH2:42][CH2:43][CH2:44][CH3:45].[F-:28].[O:46]1[CH2:47][CH2:48][CH2:49][CH2:50]1>>[CH3:1][O:2][C:3]1([c:9]2[c:10]([CH2:11][OH:12])[cH:20][c:21]([C:24]([F:25])([F:26])[F:27])[cH:22][cH:23]2)[CH2:4][CH2:5][CH2:6][CH2:7][CH2:8]1. Reactants: CCc1ccccc1N=C=S, CCOC(C)=O, Cc1ccccc1, Nc1nc2ccccc2s1. Yields the product CCc1ccccc1NC(=S)Nc1nc2ccccc2s1. Reaction SMILES: [CH3:1][CH2:2][c:3]1[c:4]([N:9]=[C:10]=[S:11])[cH:5][cH:6][cH:7][cH:8]1.[CH3:22][CH2:23][O:24][C:25](=[O:26])[CH3:27].[CH3:28][c:29]1[cH:30][cH:31][cH:32][cH:33][cH:34]1.[NH2:12][c:13]1[s:14][c:15]2[c:16]([n:17]1)[cH:18][cH:19][cH:20][cH:21]2>>[CH3:1][CH2:2][c:3]1[c:4]([NH:9][C:10](=[S:11])[NH:12][c:13]2[s:14][c:15]3[c:16]([n:17]2)[cH:18][cH:19][cH:20][cH:21]3)[cH:5][cH:6][cH:7][cH:8]1. The reactants are C(C)(C)N(C(C)C)CC (N,N-diisopropylethylamine), BrCCCCCCCC(=O)NC1=CC=C(C(=O)O)C=C1 (4-[(8-bromooctanoyl)amino]benzoic acid), BrCCCCCCCC(=O)NC1=CC=C(C(=O)O)C=C1 (4-[(8-bromooctanoyl)amino]benzoic acid), CNCCO (2-(methylamino)ethanol). Run in CN(C=O)C (N,N-dimethylformamide). Reaction conditions: temperature 60 celsius. Product: OCCN(CCCCCCCC(=O)NC1=CC=C(C(=O)O)C=C1)C (4-({8-[(2-Hydroxyethyl)(methyl)amino]octanoyl}amino)benzoic acid). Reaction SMILES: Br[CH2:2][CH2:3][CH2:4][CH2:5][CH2:6][CH2:7][CH2:8][C:9]([NH:11][C:12]1[CH:20]=[CH:19][C:15]([C:16]([OH:18])=[O:17])=[CH:14][CH:13]=1)=[O:10].[CH3:21][NH:22][CH2:23][CH2:24][OH:25].C(N(CC)C(C)C)(C)C>CN(C)C=O>[OH:25][CH2:24][CH2:23][N:22]([CH3:21])[CH2:2][CH2:3][CH2:4][CH2:5][CH2:6][CH2:7][CH2:8][C:9]([NH:11][C:12]1[CH:20]=[CH:19][C:15]([C:16]([OH:18])=[O:17])=[CH:14][CH:13]=1)=[O:10]. Procedure: To a mixture of 4-[(8-bromooctanoyl)amino]benzoic acid (50 mg, 0.15 mmol, as prepared in Intermediate 36) in N,N-dimethylformamide (2 ml) was added 2-(methylamino)ethanol (24 microliters, 0.3 mmol, 2 equivalents, commercially available e.g. from Aldrich) followed by N,N-diisopropylethylamine (0.13 mL, 0.8 mmol, about 5 equivalents), and the resulting solution was heated at 60° C. for 16 hours. The solvent was removed by evaporation, and the residue was purified by Mass Directed Automated Prepara...